describe an organic reaction: reactants, conditions, products, and yield From a dataset of the Open Reaction Database (ORD), a public repository of structured organic reaction records. Solvent: C(C)(=O)O (acetic acid). Product: N1=CC=C(C=C1)C=1C(NC2=NC(=CC(=C2C1)C(F)(F)F)C(F)(F)F)=O (3-(4-pyridyl)-5,7-di(trifluoromethyl)-1,8-naphthyridin-2(1H)-one). RXN SMILES: [NH2:1][C:2]1[N:20]=[C:19]([C:21]([F:24])([F:23])[F:22])[CH:18]=[C:17]([C:25]([F:28])([F:27])[F:26])[C:3]=1[C:4](NNS(C1C=CC=CC=1)(=O)=O)=O.[N:29]12[CH2:36][CH2:35]N([CH2:33][CH2:34]1)CC2.[C:37](=[O:40])([O-])[O-].[Na+].[Na+].O.[CH2:44](O)[CH2:45]O>C(O)(=O)C>[N:29]1[CH:34]=[CH:33][C:44]([C:45]2[C:37](=[O:40])[NH:1][C:2]3[C:3]([CH:4]=2)=[C:17]([C:25]([F:26])([F:27])[F:28])[CH:18]=[C:19]([C:21]([F:22])([F:23])[F:24])[N:20]=3)=[CH:35][CH:36]=1 |f:2.3.4|. Run at time 1 minute. Reported procedure: Glycol (30 ml.) is heated in a oil-bath at 175° C. N1 -[2-amino-4,6-di(trifluoromethyl)-nicotinoyl]-N2 -benzenesulfonyl hydrazine (1.28 g., 3 mmole) is added followed immediately by a solution of methyl 4-pyridyl acetate (453 mg., 3 mmole) and 1,4-diazabicyclo[2,2,2]octane (336 mg., 3 mmole) in ethylene glycol (6 ml.). The mixture is stirred vigorously until the temperature reaches 160° C. whereupon anhydrous sodium carbonate (900 mg.) is added. Heating in the oil-bath is continued for one minut... Reactants: Glycol, C([O-])([O-])=O.[Na+].[Na+] (sodium carbonate), N12CCN(CC1)CC2 (1,4-diazabicyclo[2,2,2]octane), C(CO)O (ethylene glycol), product, NC1=C(C(=O)NNS(=O)(=O)C2=CC=CC=C2)C(=CC(=N1)C(F)(F)F)C(F)(F)F (N1 -[2-amino-4,6-di(trifluoromethyl)-nicotinoyl]-N2 -benzenesulfonyl hydrazine), methyl 4-pyridyl acetate, O (water).